This data is from the Open Reaction Database (ORD), a public repository of structured organic reaction records. The task is: describe an organic reaction: reactants, conditions, products, and yield Starting materials: C(=C)OCCOC1=CC=C(C=C1)CO[SiH3].C1(\C=C/C(=O)O1)=O (2-(4-silyloxymethyl-phenoxy)ethyl vinyl ether maleic anhydride), [OH-].[Na+] (NaOH). Run in O (water). Run at temperature 75 celsius. Product: solution, C(=C)OCCOC1=CC=C(C=C1)CO (2-(4-hydroxymethyl-phenoxy)ethyl vinyl ether). Isolated yield 3.4%. As a reaction SMILES: [CH:1]([O:3][CH2:4][CH2:5][O:6][C:7]1[CH:12]=[CH:11][C:10]([CH2:13][O:14][SiH3])=[CH:9][CH:8]=1)=[CH2:2].C1(=O)OC(=O)C=C1.[OH-].[Na+]>O>[CH:1]([O:3][CH2:4][CH2:5][O:6][C:7]1[CH:8]=[CH:9][C:10]([CH2:13][OH:14])=[CH:11][CH:12]=1)=[CH2:2] |f:0.1,2.3|. Procedure details: A slurry was made with 20 g of 2-(4-silyloxymethyl-phenoxy)ethyl vinyl ether/maleic anhydride copolymer in 498 g of distilled water. To this was added 108 g of a 20% aqueous NaOH solution. The slurry was heated to 75° C. for 48 hours. The reaction mixture was cooled to room temperature to give a 3.37% solution of 2-(4-hydroxymethyl-phenoxy)ethyl vinyl ether/maleic diacid at pH 12.7. Starting materials: OCCC=1C=C2C(CC(OC2=CC1)O)C1=CC=CC=C1 (6-(2-hydroxy-ethyl)-4-phenyl-chroman-2-ol), C(C)(C)NC(C)C (diisopropylamine), Cl (hydrochloric acid), [H][H] (hydrogen). Reagents/catalysts: [OH-].[OH-].[Pd+2] (palladium hydroxide on carbon). Run in C1(=CC=CC=C1)C (toluene). Product: Cl.C(C)(C)N(CCC(C1=CC=CC=C1)C1=C(C=CC(=C1)CCO)O)C(C)C (2-[3-(Diisopropylamino)-1-phenylpropyl]-4-(2-hydroxyethyl)phenol hydrochloride). Isolated yield 61.0%. As a reaction SMILES: [OH:1][CH2:2][CH2:3][C:4]1[CH:5]=[C:6]2[C:11](=[CH:12][CH:13]=1)[O:10][CH:9](O)[CH2:8][CH:7]2[C:15]1[CH:20]=[CH:19][CH:18]=[CH:17][CH:16]=1.[CH:21]([NH:24][CH:25]([CH3:27])[CH3:26])([CH3:23])[CH3:22].[H][H].[ClH:30]>C1(C)C=CC=CC=1.[OH-].[OH-].[Pd+2]>[ClH:30].[CH:21]([N:24]([CH:25]([CH3:27])[CH3:26])[CH2:9][CH2:8][CH:7]([C:6]1[CH:5]=[C:4]([CH2:3][CH2:2][OH:1])[CH:13]=[CH:12][C:11]=1[OH:10])[C:15]1[CH:20]=[CH:19][CH:18]=[CH:17][CH:16]=1)([CH3:23])[CH3:22] |f:5.6.7,8.9|. Procedure details: A mixture of 6-(2-hydroxy-ethyl)-4-phenyl-chroman-2-ol (Example 7, 30 g, 111 mmol, 1 equiv), diisopropylamine (33.7 g, 333 mmol, 3 eq) and palladium hydroxide on carbon [50% wet catalyst (50% by weight is water), 6 g, 0.2 equiv] in toluene (120 mL) was hydrogenated at 621×103 Nm−2 (90 psi) hydrogen pressure at 110° C. The reaction mixture was cooled to room temperature and filtered through arbocel and evaporated under reduced pressure. The resulting oil was dissolved in acetonitrile (200 mL) and... Starting materials: CCC1=C(C(=O)OCc2ccccc2)C(c2ccc(F)c(F)c2)NC(OC)=N1, O=C(Cl)Oc1ccc([N+](=O)[O-])cc1, ClCCl. The product is CCC1=C(C(=O)OCc2ccccc2)C(c2ccc(F)c(F)c2)N(C(=O)Oc2ccc([N+](=O)[O-])cc2)C(OC)=N1. RXN SMILES: [CH2:1]([c:2]1[cH:3][cH:4][cH:5][cH:6][cH:7]1)[O:8][C:9](=[O:10])[C:11]1=[C:12]([CH2:27][CH3:28])[N:13]=[C:14]([O:25][CH3:26])[NH:15][CH:16]1[c:17]1[cH:18][c:19]([F:24])[c:20]([F:23])[cH:21][cH:22]1.[Cl:29][C:30](=[O:31])[O:32][c:33]1[cH:34][cH:35][c:36]([N+:39](=[O:40])[O-:41])[cH:37][cH:38]1.[Cl:42][CH2:43][Cl:44]>>[CH2:1]([c:2]1[cH:3][cH:4][cH:5][cH:6][cH:7]1)[O:8][C:9](=[O:10])[C:11]1=[C:12]([CH2:27][CH3:28])[N:13]=[C:14]([O:25][CH3:26])[N:15]([C:30](=[O:31])[O:32][c:33]2[cH:34][cH:35][c:36]([N+:39](=[O:40])[O-:41])[cH:37][cH:38]2)[CH:16]1[c:17]1[cH:18][c:19]([F:24])[c:20]([F:23])[cH:21][cH:22]1. Reactants: O (water), C(C1=CC=CC=C1)OC(=O)NC(C(=O)OCC1=CC=CC=C1)CCP(=O)(OC1=CC=C(C=C1)[N+](=O)[O-])OC (benzyl 2-(N-benzyloxycarbonylamino)-4-[methyl(4-nitrophenyl)phosphono]butanoate), C1(=CC=CC=C1)OC (anisole), [Cl-].[Cl-].[Cl-].[Al+3] (aluminum trichloride). Solvent: [N+](=O)([O-])C (nitromethane). Reaction conditions: time 1 hour. Yields the product NC(C(=O)O)CCP(=O)(OC1=CC=C(C=C1)[N+](=O)[O-])OC (2-amino-4-[methyl(4-nitrophenyl)phosphono]butanoic acid). The yield is 70.1%. As a reaction SMILES: C(OC([NH:11][CH:12]([CH2:23][CH2:24][P:25]([O:37][CH3:38])([O:27][C:28]1[CH:33]=[CH:32][C:31]([N+:34]([O-:36])=[O:35])=[CH:30][CH:29]=1)=[O:26])[C:13]([O:15]CC1C=CC=CC=1)=[O:14])=O)C1C=CC=CC=1.C1(OC)C=CC=CC=1.[Cl-].[Cl-].[Cl-].[Al+3].O>[N+](C)([O-])=O>[NH2:11][CH:12]([CH2:23][CH2:24][P:25]([O:37][CH3:38])([O:27][C:28]1[CH:33]=[CH:32][C:31]([N+:34]([O-:36])=[O:35])=[CH:30][CH:29]=1)=[O:26])[C:13]([OH:15])=[O:14] |f:2.3.4.5|. Procedure details: Next, 0.85 g (1.57 mmol) of benzyl 2-(N-benzyloxycarbonylamino)-4-[methyl(4-nitrophenyl)phosphono]butanoate and 1.02 g (9.42 mmol) of anisole were dissolved in 10 mL of dry nitromethane and mixed with 0.63 g (4.71 mmol) of aluminum trichloride. After stirring was carried out at room temperature for 1 hour, 20 mL of water was added and stirred for 10 minutes. The mixture was washed with 50 mL of ether three times and the water layer was separated, and methanol was added to adjust the final concen... Starting materials: C1CCOC1, COc1ccccc1[P+](C)(c1ccccc1)c1ccccc1, C[Si](C)(C)[N-][Si](C)(C)C, [Cl-], Cl, Cc1ccc(CC(C)(C)C=O)cc1F, [Li+]. The product is Cc1ccc(CC(C)(C)CC=O)cc1F. RXN SMILES: [CH2:48]1[O:49][CH2:50][CH2:51][CH2:52]1.[CH3:12][O:13][c:14]1[cH:15][cH:16][cH:17][cH:18][c:19]1[P+:20]([CH3:21])([c:22]1[cH:23][cH:24][cH:25][cH:26][cH:27]1)[c:28]1[cH:29][cH:30][cH:31][cH:32][cH:33]1.[CH3:1][Si:2]([N-:3][Si:4]([CH3:5])([CH3:6])[CH3:7])([CH3:8])[CH3:9].[Cl-:11].[ClH:53].[F:34][c:35]1[cH:36][c:37]([CH2:42][C:43]([CH:44]=[O:45])([CH3:46])[CH3:47])[cH:38][cH:39][c:40]1[CH3:41].[Li+:10]>>[CH:12](=[O:13])[CH2:44][C:43]([CH2:42][c:37]1[cH:36][c:35]([F:34])[c:40]([CH3:41])[cH:39][cH:38]1)([CH3:46])[CH3:47]. Starting materials: C(C)(=O)O.ClC=1C=CC2=C(C(=NC(C=3N2C(=CN3)C)O)C3=C(C=CC=C3)Cl)C1 (8-chloro-6-(2-chlorophenyl)-4-hydroxy-1-methyl-4H-imidazo[1,2-a][1,4]benzodiazepine acetate), C(C)O (ethanol), [OH-].[Na+] (sodium hydroxide). Run in O (water). The product is ClC=1C=CC2=C(C(=NC(C=3N2C(=CN3)C)O)C3=CC=CC=C3)C1 (8-chloro-4-hydroxy-1-methyl-6-phenyl-4H-imidazo[1,2-a][1,4]benzodiazepine). RXN SMILES: C(O)(=O)C.[Cl:5][C:6]1[CH:7]=[CH:8][C:9]2[N:15]3[C:16]([CH3:19])=[CH:17][N:18]=[C:14]3[CH:13]([OH:20])[N:12]=[C:11]([C:21]3[CH:26]=[CH:25][CH:24]=[CH:23][C:22]=3Cl)[C:10]=2[CH:28]=1.C(O)C.[OH-].[Na+]>O>[Cl:5][C:6]1[CH:7]=[CH:8][C:9]2[N:15]3[C:16]([CH3:19])=[CH:17][N:18]=[C:14]3[CH:13]([OH:20])[N:12]=[C:11]([C:21]3[CH:26]=[CH:25][CH:24]=[CH:23][CH:22]=3)[C:10]=2[CH:28]=1 |f:0.1,3.4|. Procedure details: A stirred suspension of 294 mg. of 8-chloro-4-hydroxy-1-methyl-6-phenyl-4H-imidazo[1,2-a][1,4]benzodiazepine acetate (1b) in 25 ml. of absolute ethanol under nitrogen is stirred for about 3 hours at room temperature (about 25° C.) with 2.2 ml. of 0.5N aqueous sodium hydroxide, poured into water and extracted with methylene chloride. The extract was dried and concentrated and the residue chromatographed on silica gel, eluting with ethyl acetate to yield 8-chloro-4-hydroxy-1-methyl-6-phenyl-4H-imi...